From a dataset of the Open Reaction Database (ORD), a public repository of structured organic reaction records. describe an organic reaction: reactants, conditions, products, and yield The reactants are C(C)(C)C=1C(NC(NC1SC1=CC(=CC(=C1)C)C)=O)=O (5-Isopropyl-6-(3,5-dimethylphenylthio)-2,4-pyrimidinedione), C=1(C(=CC=CC1)S(=O)(=O)OCCC1CC=CC1)C (2-(cyclopent 3-en-1-yl)ethyl toluenesulfonate). The product is C1(CC=CC1)CCN1C(NC(C(=C1SC1=CC(=CC(=C1)C)C)C(C)C)=O)=O (1-[2-(Cyclopent-3-en-1-yl)ethyl]-5-isopropyl-6-(3,5-dimethylphenylthio)-2,4-pyrimidinedione). The yield is 34.8%. Reaction SMILES: [CH:1]([C:4]1[C:5](=[O:20])[NH:6][C:7](=[O:19])[NH:8][C:9]=1[S:10][C:11]1[CH:16]=[C:15]([CH3:17])[CH:14]=[C:13]([CH3:18])[CH:12]=1)([CH3:3])[CH3:2].C1(C)C(S(O[CH2:31][CH2:32][CH:33]2[CH2:37][CH:36]=[CH:35][CH2:34]2)(=O)=O)=CC=CC=1>>[CH:33]1([CH2:32][CH2:31][N:8]2[C:9]([S:10][C:11]3[CH:12]=[C:13]([CH3:18])[CH:14]=[C:15]([CH3:17])[CH:16]=3)=[C:4]([CH:1]([CH3:3])[CH3:2])[C:5](=[O:20])[NH:6][C:7]2=[O:19])[CH2:37][CH:36]=[CH:35][CH2:34]1. Procedure: 5-Isopropyl-6-(3,5-dimethylphenylthio)-2,4-pyrimidinedione and 2-(cyclopent 3-en-1-yl)ethyl toluenesulfonate were reacted by the same method with example 35 to obtain the titled compound (134 mg). Reactants: S(O)(O)(=O)=O (sulfuric acid), [N+](=O)([O-])[O-].[K+] (potassium nitrate), Cl.C1NC(CC2=CC=CC=C12)C(=O)O (1,2,3,4-tetrahydro-3-isoquinolinecarboxylic acid hydrochloride), Cl (hydrogen chloride), O.O.O.C(C)(=O)[O-].[Na+] (Sodium acetate trihydrate). Run in O (water), O (water). Reaction conditions: temperature 3 celsius, time 8 hour. Product: Cl.COC(=O)C1NCC2=CC(=CC=C2C1)[N+](=O)[O-] (7-nitro-1,2,3,4-tetrahydro-3-isoquinolinecarboxylic acid methyl ester hydrochloride). Isolated yield 49.5%. Reaction SMILES: S(=O)(=O)(O)O.[ClH:6].[CH2:7]1[C:16]2[C:11](=[CH:12][CH:13]=[CH:14][CH:15]=2)[CH2:10][CH:9]([C:17]([OH:19])=[O:18])[NH:8]1.Cl.[N+:21]([O-:24])([O-])=[O:22].[K+].O.O.O.[C:29]([O-])(=O)C.[Na+]>O>[ClH:6].[CH3:29][O:18][C:17]([CH:9]1[CH2:10][C:11]2[C:16](=[CH:15][C:14]([N+:21]([O-:24])=[O:22])=[CH:13][CH:12]=2)[CH2:7][NH:8]1)=[O:19] |f:1.2,4.5,6.7.8.9.10,12.13|. Procedure details: To concentrated sulfuric acid (200 ml), cooled in an ice bath, was added portionwise 1,2,3,4-tetrahydro-3-isoquinolinecarboxylic acid hydrochloride (20.4 g, 95.5 mmol). The mixture was stirred, with continued cooling, until the evolution of hydrogen chloride gas ceased. Then, potassium nitrate (9.8 g, 96.9 mmol) was added, in portions, whilst maintaining the temperature under 3° C. The mixture was stirred overnight, allowing it to come to room temperature, and then poured onto ice. Sodium acetat...